Dataset: the Open Reaction Database (ORD), a public repository of structured organic reaction records. Task: describe an organic reaction: reactants, conditions, products, and yield The reactants are N(=NC(=O)OCC)C(=O)OCC (diethyl azodicarboxylate), C(C)(C)(C)OC(=O)N[C@H](CCC1=CC=CC=C1)CO (N-tert-Butoxycarbonyl-D-homophenylalaninol), OC1=NC2=CC=CC=C2C=C1 (2-hydroxyquinoline), C1(=CC=CC=C1)P(C1=CC=CC=C1)C1=CC=CC=C1 (triphenylphosphine). The solvent is C1CCOC1 (THF). Run at temperature 0 celsius, time 3 hour. The product is C(C)(C)(C)OC(=O)N[C@H](CCC1=CC=CC=C1)COC1=NC2=CC=CC=C2C=C1 (N-tert-Butoxycarbonyl-(1R)-3-phenyl-1-(2-quinolyloxymethyl)propylamine). Isolated yield 32.2%. As a reaction SMILES: [C:1]([O:5][C:6]([NH:8][C@@H:9]([CH2:18][OH:19])[CH2:10][CH2:11][C:12]1[CH:17]=[CH:16][CH:15]=[CH:14][CH:13]=1)=[O:7])([CH3:4])([CH3:3])[CH3:2].O[C:21]1[CH:30]=[CH:29][C:28]2[C:23](=[CH:24][CH:25]=[CH:26][CH:27]=2)[N:22]=1.C1(P(C2C=CC=CC=2)C2C=CC=CC=2)C=CC=CC=1.N(C(OCC)=O)=NC(OCC)=O>C1COCC1>[C:1]([O:5][C:6]([NH:8][C@@H:9]([CH2:18][O:19][C:21]1[CH:30]=[CH:29][C:28]2[C:23](=[CH:24][CH:25]=[CH:26][CH:27]=2)[N:22]=1)[CH2:10][CH2:11][C:12]1[CH:17]=[CH:16][CH:15]=[CH:14][CH:13]=1)=[O:7])([CH3:4])([CH3:3])[CH3:2]. Reported procedure: N-tert-Butoxycarbonyl-D-homophenylalaninol (1.9 mmol), 2-hydroxyquinoline (2 mmol) and triphenylphosphine (2 mmol) were dissolved in dry THF (20 mL). The solution was cooled to 0° C. and diethyl azodicarboxylate (DEAD) (3.8 mmol) was added dropwise. The reaction mixture was stirred at 0° C. for 3 hr, then at room temperature for 16 hr at which time the solvent was evaporated under reduced pressure and the residue purified by chromatography on silica gel (100% CH2Cl2) to give the title compound (... Starting materials: 1D, BrC1=C2C(C(N(C2=CC=C1)CCCCC)=O)(C1=CC2=C(OCO2)C=C1O)O (4-bromo-3-hydroxy-3-(6-hydroxy-1,3-benzodioxol-5-yl)-1-pentyl-1,3-dihydro-2H-indol-2-one), BrC1=CC(=C(C=C1)C1(C(N(C2=CC=CC=C12)CCCCC)=O)O)O (3-(4-bromo-2-hydroxyphenyl)-3-hydroxy-1-pentyl-1,3-dihydro-2H-indol-2-one). Procedure: Following the procedure as described in PREPARATION 1D, and making non-critical variations to replace 4-bromo-3-hydroxy-3-(6-hydroxy-1,3-benzodioxol-5-yl)-1-pentyl-1,3-dihydro-2H-indol-2-one with 3-(4-bromo-2-hydroxyphenyl)-3-hydroxy-1-pentyl-1,3-dihydro-2H-indol-2-one, the title compound was obtained (91%) as a white powder: 1H NMR (300 MHz, CDCl3) δ 7.40 (t, 1H), 7.31 (d, 1H) 7.24-7.23 (m, 2H), 7.01-6.91 (m, 2H), 6.74 (d, 1H), 5.05 (br, 1H), 3.80-3.65 (m, 2H), 1.75-1.63 (m, 2H), 1.38-1.29 (m, ... Yields the product BrC1=CC(=C(C=C1)C1C(N(C2=CC=CC=C12)CCCCC)=O)O (3-(4-bromo-2-hydroxyphenyl)-1-pentyl-1,3-dihydro-2H-indol-2-one). As a reaction SMILES: BrC1C=CC=C2C=1C(O)(C1C(O)=CC3OCOC=3C=1)C(=O)N2CCCCC.[Br:28][C:29]1[CH:34]=[CH:33][C:32]([C:35]2(O)[C:43]3[C:38](=[CH:39][CH:40]=[CH:41][CH:42]=3)[N:37]([CH2:44][CH2:45][CH2:46][CH2:47][CH3:48])[C:36]2=[O:49])=[C:31]([OH:51])[CH:30]=1>>[Br:28][C:29]1[CH:34]=[CH:33][C:32]([CH:35]2[C:43]3[C:38](=[CH:39][CH:40]=[CH:41][CH:42]=3)[N:37]([CH2:44][CH2:45][CH2:46][CH2:47][CH3:48])[C:36]2=[O:49])=[C:31]([OH:51])[CH:30]=1. Starting materials: Br.CN1C(N(C(C2=CC(=CC=C12)C)=O)C1CCNCC1)=O (1,2,3,4-tetrahydro-1,6-dimethyl-2,4-dioxo-3-(4-piperidinyl)quinazoline hydrobromide), Br.CN1C(N(C(C2=CC(=CC=C12)C)=O)C1CCNCC1)=O (1,2,3,4-tetrahydro-1,6-dimethyl-2,4-dioxo-3-(4-piperidinyl)quinazoline hydrobromide), ClC1=NC(=NC2=CC(=C(C=C12)OC)OC)C(C)C (4-chloro-2-isopropyl-6,7-dimethoxyquinazoline). Product: C(C)(C)C1=NC2=CC(=C(C=C2C(=N1)N1CCC(CC1)N1C(N(C2=CC=C(C=C2C1=O)C)C)=O)OC)OC (1,2,3,4-Tetrahydro-3-[1-(2-isopropyl-6,7-dimethoxy-4-quinazolinyl)-4-piperidinyl]-1, 6-dimethyl-2,4-dioxoquinazoline). The yield is 10.0%. As a reaction SMILES: Br.[CH3:2][N:3]1[C:12]2[C:7](=[CH:8][C:9]([CH3:13])=[CH:10][CH:11]=2)[C:6](=[O:14])[N:5]([CH:15]2[CH2:20][CH2:19][NH:18][CH2:17][CH2:16]2)[C:4]1=[O:21].Cl[C:23]1[C:32]2[C:27](=[CH:28][C:29]([O:35][CH3:36])=[C:30]([O:33][CH3:34])[CH:31]=2)[N:26]=[C:25]([CH:37]([CH3:39])[CH3:38])[N:24]=1>>[CH:37]([C:25]1[N:24]=[C:23]([N:18]2[CH2:19][CH2:20][CH:15]([N:5]3[C:6](=[O:14])[C:7]4[C:12](=[CH:11][CH:10]=[C:9]([CH3:13])[CH:8]=4)[N:3]([CH3:2])[C:4]3=[O:21])[CH2:16][CH2:17]2)[C:32]2[C:27](=[CH:28][C:29]([O:35][CH3:36])=[C:30]([O:33][CH3:34])[CH:31]=2)[N:26]=1)([CH3:39])[CH3:38] |f:0.1|. Reported procedure: The procedure similar to that described in Example 40 was repeated, except that 354.0 mg (1.0 mmol) of 1,2,3,4-tetrahydro-1,6-dimethyl-2,4-dioxo-3-(4-piperidinyl)quinazoline hydrobromide (Compound v) obtained in Example 41 was used and 4-chloro-2-isopropyl-6,7-dimethoxyquinazoline was used in place of 4-chloro-6,7-dimethoxyquinazoline. As a result, 50.3 mg (yield: 10%) of Compound 83 was obtained as white crystals. Starting materials: C1(O)=CC=C(O)C=C1 (hydroquinone), ClCCN1C=CC2=CC(=CC=C12)OC (1-(2-chloroethyl)-5-methoxyindole), C(C(=C)C)(=O)[O-].[K+] (potassium methacrylate), [I-].[K+] (potassium iodide). Solvent: N,N-dimethylsulfoxide. Run at temperature 100 celsius, time 2.5 hour. Product: C(C(=C)C)(=O)OCCN1C=CC2=CC(=CC=C12)OC (1-(2-methacryloyloxyethyl)-5-methoxyindole). The yield is 86.5%. RXN SMILES: Cl[CH2:2][CH2:3][N:4]1[C:12]2[C:7](=[CH:8][C:9]([O:13][CH3:14])=[CH:10][CH:11]=2)[CH:6]=[CH:5]1.[C:15]([O-:20])(=[O:19])[C:16]([CH3:18])=[CH2:17].[K+].[I-].[K+].C1(C=CC(O)=CC=1)O>>[C:15]([O:20][CH2:2][CH2:3][N:4]1[C:12]2[C:7](=[CH:8][C:9]([O:13][CH3:14])=[CH:10][CH:11]=2)[CH:6]=[CH:5]1)(=[O:19])[C:16]([CH3:18])=[CH2:17] |f:1.2,3.4|. Reported procedure: Next, into a flask of 200 ml capacity fitted with a stirrer and cooling tube, there were introduced 15.7 g of 1-(2-chloroethyl)-5-methoxyindole, 18.6 g of potassium methacrylate, 6.2 g of potassium iodide, 40 ml of N,N-dimethylsulfoxide, and a small amount of hydroquinone. They were heated to 100° C., and stirred for 2.5 hours. After completion of the reaction, the insoluble material was removed by infiltration, and concentration was performed under reduced pressure. Further, this reaction mixtu... Starting materials: [C-]#N, [Na+], Cc1ccc(S(=O)(=O)OCC2COc3ccccc3C2)cc1, CN(C)C=O. The product is N#CCC1COc2ccccc2C1. RXN SMILES: [C-:23]#[N:24].[Na+:25].[O:1]1[CH2:2][CH:3]([CH2:11][O:12][S:13]([c:14]2[cH:15][cH:16][c:17]([CH3:18])[cH:19][cH:20]2)(=[O:21])=[O:22])[CH2:4][c:5]2[cH:6][cH:7][cH:8][cH:9][c:10]21.[O:26]=[CH:27][N:28]([CH3:29])[CH3:30]>>[O:1]1[CH2:2][CH:3]([CH2:11][C:23]#[N:24])[CH2:4][c:5]2[cH:6][cH:7][cH:8][cH:9][c:10]21. The reactants are COC1=C(OCCNC(C2=CC(=C(C=C2)[N+](=O)[O-])OC)=O)C=CC=C1 (N-[2-(2-methoxyphenoxy)ethyl]-3-methoxy-4-nitrobenzamide), CN (methylamine), CS(=O)C (DMSO), Cl (hydrochloric acid). Run in O (water). Product: COC1=C(OCCNC(C2=CC(=C(C=C2)[N+](=O)[O-])NC)=O)C=CC=C1 (N-[2-(2-methoxyphenoxy)ethyl]-3-methylamino-4-nitrobenzamide). The yield is 89.0%. As a reaction SMILES: [CH3:1][O:2][C:3]1[CH:25]=[CH:24][CH:23]=[CH:22][C:4]=1[O:5][CH2:6][CH2:7][NH:8][C:9](=[O:21])[C:10]1[CH:15]=[CH:14][C:13]([N+:16]([O-:18])=[O:17])=[C:12](OC)[CH:11]=1.[CH3:26][NH2:27].CS(C)=O.Cl>O>[CH3:1][O:2][C:3]1[CH:25]=[CH:24][CH:23]=[CH:22][C:4]=1[O:5][CH2:6][CH2:7][NH:8][C:9](=[O:21])[C:10]1[CH:15]=[CH:14][C:13]([N+:16]([O-:18])=[O:17])=[C:12]([NH:27][CH3:26])[CH:11]=1. Procedure details: A mixture comprising N-[2-(2-methoxyphenoxy)ethyl]-3-methoxy-4-nitrobenzamide (4.0 g, 11.6 mmol), aqueous methylamine (40%, 10 mL) and DMSO (2 mL) in a sealed tube was heated at 110° C. for 4 hours, cooled and then poured into water (25 mL). The dilution was treated with 3M aqueous hydrochloric acid to give an orange solid. The solid was isolated by filtration to provide N-[2-(2-methoxyphenoxy)ethyl]-3-methylamino-4-nitrobenzamide (3.56 g, 89% yield); MS (PB-PCI) C17H19N3O5 m/e calc 345.35; foun... Reactants: BrC1=CC=C(C=C1)C1COCC2=C1N=C(N=C2Cl)Cl (8-(4-bromophenyl)-2,4-dichloro-7,8-dihydro-5H-pyrano[4,3-d]pyrimidine), Cl.CN (methanamine hydrochloride). Product: BrC1=CC=C(C=C1)C1COCC2=C1N=C(N=C2NC)Cl (8-(4-bromophenyl)-2-chloro-N-methyl-7,8-dihydro-5H-pyrano[4,3-d]pyrimidin-4-amine). The yield is 42.6%. As a reaction SMILES: [Br:1][C:2]1[CH:7]=[CH:6][C:5]([CH:8]2[C:13]3[N:14]=[C:15]([Cl:19])[N:16]=[C:17](Cl)[C:12]=3[CH2:11][O:10][CH2:9]2)=[CH:4][CH:3]=1.Cl.[CH3:21][NH2:22]>>[Br:1][C:2]1[CH:7]=[CH:6][C:5]([CH:8]2[C:13]3[N:14]=[C:15]([Cl:19])[N:16]=[C:17]([NH:22][CH3:21])[C:12]=3[CH2:11][O:10][CH2:9]2)=[CH:4][CH:3]=1 |f:1.2|. Reported procedure: 8-(4-bromophenyl)-2,4-dichloro-7,8-dihydro-5H-pyrano[4,3-d]pyrimidine (Preparation L) (500 mg, 1.389 mmol) and methanamine hydrochloride (141 mg, 2.083 mmol) were combined and purified as per Preparation Ha to give 8-(4-bromophenyl)-2-chloro-N-methyl-7,8-dihydro-5H-pyrano[4,3-d]pyrimidin-4-amine (210 mg, 0.592 mmol, 42.6% yield). LC-MS (M+H)+=356.0. 1H NMR (500 MHz, MeOD) δ ppm 7.46 (2H, d, J=8.24 Hz), 7.13 (2H, d, J=8.55 Hz), 4.43-4.71 (2H, m), 4.09 (1H, dd, J=11.44, 4.12 Hz), 3.92-4.03 (1H, m)... Reactants: ClC=1C=CC2=C(C(=CC3=C(S2)C=CC=C3)C#CCO)C1 (3-(8-chloro-dibenzo[ b,f] thiepin-10-yl)-2-propyn-1-ol), CS(=O)(=O)Cl (methanesulfonyl chloride), Cl (hydrochloric acid), CCOCC (ether). The solvent is N1=CC=CC=C1 (pyridine), N1=CC=CC=C1 (pyridine). Reaction conditions: time 2 hour. Product: S(C)(=O)(=O)OCC#CC1=CC2=C(SC3=C1C=C(C=C3)Cl)C=CC=C2 (3-(8-chloro-dibenzo[ b,f] thiepin-10-yl)-2-propyn-1-ol mesylate). RXN SMILES: [Cl:1][C:2]1[CH:3]=[CH:4][C:5]2[S:11][C:10]3[CH:12]=[CH:13][CH:14]=[CH:15][C:9]=3[CH:8]=[C:7]([C:16]#[C:17][CH2:18][OH:19])[C:6]=2[CH:20]=1.[CH3:21][S:22](Cl)(=[O:24])=[O:23].Cl.CCOCC>N1C=CC=CC=1>[S:22]([O:19][CH2:18][C:17]#[C:16][C:7]1[C:6]2[CH:20]=[C:2]([Cl:1])[CH:3]=[CH:4][C:5]=2[S:11][C:10]2[CH:12]=[CH:13][CH:14]=[CH:15][C:9]=2[CH:8]=1)(=[O:24])(=[O:23])[CH3:21]. Reported procedure: A solution of 6 g of 3-(8-chloro-dibenzo[ b,f] thiepin-10-yl)-2-propyn-1-ol in 50 ml. of pyridine is treated dropwise at -10° C. to 0° C. with 1.7 ml of methanesulfonyl chloride in 10 ml of pyridine and stirred at this temperature for 2 hours. After pouring onto ice, acidification with hydrochloric acid and extraction with ether, there is obtained 3-(8-chloro-dibenzo[ b,f] thiepin-10-yl)-2-propyn-1-ol mesylate which melts at 100°-102° C. after recrystallization from ether.